This data is from the Open Reaction Database (ORD), a public repository of structured organic reaction records. The task is: describe an organic reaction: reactants, conditions, products, and yield The product is COC[C@H]1C[C@H](NC1)C=1NC(=CN1)C1=CC=2COC=3C=C(C=C4C3C2C(=C1)OC4)C4=CN=C(N4)[C@H]4N(C[C@H](C4)C)C([C@@H](C4=CC=CC=C4)NC(OC)=O)=O (methyl (R)-2-((2S,4S)-2-(5-(7-(2-((2S,4S)-4-(methoxymethyl)pyrrolidin-2-yl)-1H-imidazol-5-yl)-5,10-dihydrochromeno[5,4,3-cde]chromen-2-yl)-1H-imidazol-2-yl)-4-methylpyrrolidin-1-yl)-2-oxo-1-phenylethylcarbamate). Starting materials: COC(=O)N[C@@H](C(=O)N1[C@@H](C[C@@H](C1)C)C=1NC(=CN1)C1=CC=2COC=3C=C(C=C4C3C2C(=C1)OC4)C4=CN=C(N4)[C@H]4N(C[C@H](C4)COC)C(=O)OC(C)(C)C)C4=CC=CC=C4 ((2S,4S)-tert-butyl 2-(5-(7-(2-((2S,4S)-1-((R)-2-(methoxycarbonylamino)-2-phenylacetyl)-4-methylpyrrolidin-2-yl)-1H-imidazol-5-yl)-5,10-dihydrochromeno[5,4,3-cde]chromen-2-yl)-1H-imidazol-2-yl)-4-(methoxymethyl)pyrrolidine-1-carboxylate), Cl (HCl). Run in C(C)O (ethanol). Reaction SMILES: [CH3:1][O:2][C:3]([NH:5][C@H:6]([C:56]1[CH:61]=[CH:60][CH:59]=[CH:58][CH:57]=1)[C:7]([N:9]1[CH2:13][C@@H:12]([CH3:14])[CH2:11][C@H:10]1[C:15]1[NH:16][C:17]([C:20]2[CH:33]=[C:32]3[O:34][CH2:35][C:29]4[C:30]5[C:31]3=[C:22]([CH2:23][O:24][C:25]=5[CH:26]=[C:27]([C:36]3[NH:40][C:39]([C@@H:41]5[CH2:45][C@H:44]([CH2:46][O:47][CH3:48])[CH2:43][N:42]5C(OC(C)(C)C)=O)=[N:38][CH:37]=3)[CH:28]=4)[CH:21]=2)=[CH:18][N:19]=1)=[O:8])=[O:4].Cl>C(O)C>[CH3:48][O:47][CH2:46][C@@H:44]1[CH2:43][NH:42][C@H:41]([C:39]2[NH:40][C:36]([C:27]3[CH:26]=[C:25]4[O:24][CH2:23][C:22]5[C:31]6[C:30]4=[C:29]([CH2:35][O:34][C:32]=6[CH:33]=[C:20]([C:17]4[NH:16][C:15]([C@@H:10]6[CH2:11][C@H:12]([CH3:14])[CH2:13][N:9]6[C:7](=[O:8])[C@H:6]([NH:5][C:3](=[O:4])[O:2][CH3:1])[C:56]6[CH:57]=[CH:58][CH:59]=[CH:60][CH:61]=6)=[N:19][CH:18]=4)[CH:21]=5)[CH:28]=3)=[CH:37][N:38]=2)[CH2:45]1. Conditions: time 8 hour. Procedure details: A mixture of (2S,4S)-tert-butyl 2-(5-(7-(2-((2S,4S)-1-((R)-2-(methoxycarbonylamino)-2-phenylacetyl)-4-methylpyrrolidin-2-yl)-1H-imidazol-5-yl)-5,10-dihydrochromeno[5,4,3-cde]chromen-2-yl)-1H-imidazol-2-yl)-4-(methoxymethyl)pyrrolidine-1-carboxylate (245 mg) and 5 mL 1.25N HCl in ethanol was stirred at room temperature overnight, then at 60° C. for 1 hour, then concentrated to an orange solid as an HCl salt (180 mg) that was used without further purification. Reactants: c1ccc2c(c1)CCN2, ClCCCl, CCOC(C)=O, CCN(C(C)C)C(C)C, CN(C)C=O, CC(C)(NC(=O)c1cnc(-n2cccn2)nc1O)C(=O)O, On1nnc2ccccc21. Product: CC(C)(NC(=O)c1cnc(-n2cccn2)nc1O)C(=O)N1CCc2ccccc21. Reaction SMILES: [CH2:31]1[CH2:32][c:33]2[cH:34][cH:35][cH:36][cH:37][c:38]2[NH:39]1.[CH2:50]([Cl:51])[CH2:52][Cl:53].[CH3:59][CH2:60][O:61][C:62]([CH3:63])=[O:64].[CH:22]([N:23]([CH2:24][CH3:25])[CH:26]([CH3:27])[CH3:28])([CH3:29])[CH3:30].[O:54]=[CH:55][N:56]([CH3:57])[CH3:58].[OH:1][c:2]1[n:3][c:4](-[n:17]2[n:18][cH:19][cH:20][cH:21]2)[n:5][cH:6][c:7]1[C:8](=[O:9])[NH:10][C:11]([CH3:12])([C:13](=[O:14])[OH:15])[CH3:16].[OH:40][n:41]1[c:42]2[c:43]([cH:44][cH:45][cH:46][cH:47]2)[n:48][n:49]1>>[OH:1][c:2]1[n:3][c:4](-[n:17]2[n:18][cH:19][cH:20][cH:21]2)[n:5][cH:6][c:7]1[C:8](=[O:9])[NH:10][C:11]([CH3:12])([C:13](=[O:15])[N:39]1[CH2:31][CH2:32][c:33]2[cH:34][cH:35][cH:36][cH:37][c:38]21)[CH3:16]. The reactants are c1ccc(COc2ccc(OC3CCOC3)cc2)cc1, CCOC(C)=O. Product: Oc1ccc(OC2CCOC2)cc1. RXN SMILES: [CH2:1]([c:2]1[cH:3][cH:4][cH:5][cH:6][cH:7]1)[O:8][c:9]1[cH:10][cH:11][c:12]([O:13][CH:14]2[CH2:15][O:16][CH2:17][CH2:18]2)[cH:19][cH:20]1.[CH3:21][CH2:22][O:23][C:24](=[O:25])[CH3:26]>>[OH:8][c:9]1[cH:10][cH:11][c:12]([O:13][CH:14]2[CH2:15][O:16][CH2:17][CH2:18]2)[cH:19][cH:20]1. The reactants are [Br-], Nc1ccon1, O=C(C[N+]12CCC(CC1)C(O)C2)Nc1ccon1, Nc1nocc1-c1ccccc1. Product: [Br-], O=C(C[N+]12CCC(CC1)C(O)C2)Nc1nocc1-c1ccccc1. RXN SMILES: [Br-:1].[NH2:32][c:33]1[cH:34][cH:35][o:36][n:37]1.[OH:2][CH:3]1[CH2:4][N+:5]2([CH2:11][C:12]([NH:13][c:14]3[n:15][o:16][cH:17][cH:18]3)=[O:19])[CH2:6][CH2:7][CH:8]1[CH2:9][CH2:10]2.[c:20]1(-[c:26]2[c:27]([NH2:28])[n:29][o:30][cH:31]2)[cH:21][cH:22][cH:23][cH:24][cH:25]1>>[Br-:1].[OH:2][CH:3]1[CH2:4][N+:5]2([CH2:11][C:12]([NH:13][c:14]3[n:15][o:16][cH:17][c:18]3-[c:20]3[cH:21][cH:22][cH:23][cH:24][cH:25]3)=[O:19])[CH2:6][CH2:7][CH:8]1[CH2:9][CH2:10]2. Reactants: C(CCC)[Li] (Butyllithium), BrC=1C=C2C=CC(=NC2=CC1)OC (6-bromo-2-methoxyquinoline), FC(C=1C=C(C=O)C=CC1)(F)F (3-(trifluoromethyl)-benzaldehyde). The solvent is O1CCCC1 (tetrahydrofuran), O1CCCC1 (tetrahydrofuran). Reaction conditions: temperature -78 celsius, time 15 minute. Product: COC1=NC2=CC=C(C=C2C=C1)C(O)C1=CC(=CC=C1)C(F)(F)F ((±)-2-methoxy-α-[3-(trifluoromethyl)phenyl]-6- quinoline methanol). The yield is 66.1%. As a reaction SMILES: C([Li])CCC.Br[C:7]1[CH:8]=[C:9]2[C:14](=[CH:15][CH:16]=1)[N:13]=[C:12]([O:17][CH3:18])[CH:11]=[CH:10]2.[F:19][C:20]([F:30])([F:29])[C:21]1[CH:22]=[C:23]([CH:26]=[CH:27][CH:28]=1)[CH:24]=[O:25]>O1CCCC1>[CH3:18][O:17][C:12]1[CH:11]=[CH:10][C:9]2[C:14](=[CH:15][CH:16]=[C:7]([CH:24]([C:23]3[CH:26]=[CH:27][CH:28]=[C:21]([C:20]([F:19])([F:29])[F:30])[CH:22]=3)[OH:25])[CH:8]=2)[N:13]=1. Reported procedure: Butyllithium (12.5 ml) was added dropwise at -78° C. to a solution of 6-bromo-2-methoxyquinoline (4 g) in tetrahydrofuran (160 ml). After complete addition the mixture was stirred at -78° C. for 15 minutes. A solution of 3-(trifluoromethyl)-benzaldehyde (3.51 g) in tetrahydrofuran (40 ml) was added dropwise and the mixture was stirred at -78° C. for 30 minutes, then quenched with water (50 ml) and extracted with ethylacetate. The organic layer was separated, washed with brine, dried over MgSO4, ... Reactants: O=C([O-])[O-], CN(C)C=O, CCCc1oc(-c2ccccc2)nc1CCl, [K+], [K+], O, O=Cc1ccc(O)cc1. The product is CCCc1oc(-c2ccccc2)nc1COc1ccc(C=O)cc1. Reaction SMILES: [C:26](=[O:27])([O-:28])[O-:29].[CH3:32][N:33]([CH3:34])[CH:35]=[O:36].[Cl:1][CH2:2][c:3]1[n:4][c:5](-[c:11]2[cH:12][cH:13][cH:14][cH:15][cH:16]2)[o:6][c:7]1[CH2:8][CH2:9][CH3:10].[K+:30].[K+:31].[OH2:37].[OH:17][c:18]1[cH:19][cH:20][c:21]([CH:22]=[O:23])[cH:24][cH:25]1>>[CH2:2]([c:3]1[n:4][c:5](-[c:11]2[cH:12][cH:13][cH:14][cH:15][cH:16]2)[o:6][c:7]1[CH2:8][CH2:9][CH3:10])[O:17][c:18]1[cH:19][cH:20][c:21]([CH:22]=[O:23])[cH:24][cH:25]1.